From a dataset of the Open Reaction Database (ORD), a public repository of structured organic reaction records. describe an organic reaction: reactants, conditions, products, and yield Reactants: C(=O)([O-])[O-].[K+].[K+] (K2CO3), ClC=1NC2=CC=CC=C2C1C=O (2-Chloroindole-3-carbaldehyde), COCCOCCl ((2-methyloxyethyl)oxymethylchlorid), [H-].[Na+] (NaH). Solvent: C1CCOC1 (THF). Conditions: time 8 hour. Product: ClC=1N(C2=CC=CC=C2C1C=O)COCCOC (2-Chloro-1-(2-methoxyethoxymethyl)indole-3-carbaldehyde). Isolated yield 100.6%. As a reaction SMILES: [Cl:1][C:2]1[NH:3][C:4]2[C:9]([C:10]=1[CH:11]=[O:12])=[CH:8][CH:7]=[CH:6][CH:5]=2.[H-].[Na+].[CH3:15][O:16][CH2:17][CH2:18][O:19][CH2:20]Cl.C([O-])([O-])=O.[K+].[K+]>C1COCC1>[Cl:1][C:2]1[N:3]([CH2:15][O:16][CH2:17][CH2:18][O:19][CH3:20])[C:4]2[C:9]([C:10]=1[CH:11]=[O:12])=[CH:8][CH:7]=[CH:6][CH:5]=2 |f:1.2,4.5.6|. Procedure: 1 g of (1) was dissolved in 25 ml of THF, 268 mg of NaH was added, and then 1.87 g of (2-methyloxyethyl)oxymethylchlorid. The reaction was left with stirring overnight, then added to a 2 N K2CO3 solution. The mixture was extracted with toluene, the organic phase then washed with water and brine, dried, and evaporated to give 1.5 g of oil. The oil was then extracted twice with boiling heptane, and the heptane solutions left for 2 hours to separate out a yellow oily phase. The heptane was finally ... The reactants are C1(=CC=CC=C1)P(C1=CC=CC=C1)C1=CC=CC=C1 (Triphenylphosphine), ClC1=NC2=CC=CC=C2C=C1 (2-Chloroquinoline), FC1=C(C=CC(=C1)F)B(O)O (2,4-difluorophenylboronic acid), solution, C([O-])([O-])=O.[K+].[K+] (potassium carbonate). The reagents and catalysts are C(C)(=O)[O-].[Pd+2].C(C)(=O)[O-] (palladium acetate). The solvent is COCCOC (ethylene glycol dimethyl ether). The product is FC1=C(C=CC(=C1)F)C1=NC2=CC=CC=C2C=C1 (2-(2,4-difluorophenyl)quinoline). Isolated yield 98.5%. Reaction SMILES: Cl[C:2]1[CH:11]=[CH:10][C:9]2[C:4](=[CH:5][CH:6]=[CH:7][CH:8]=2)[N:3]=1.[F:12][C:13]1[CH:18]=[C:17]([F:19])[CH:16]=[CH:15][C:14]=1B(O)O.C(=O)([O-])[O-].[K+].[K+].C1(P(C2C=CC=CC=2)C2C=CC=CC=2)C=CC=CC=1>C([O-])(=O)C.[Pd+2].C([O-])(=O)C.COCCOC>[F:12][C:13]1[CH:18]=[C:17]([F:19])[CH:16]=[CH:15][C:14]=1[C:2]1[CH:11]=[CH:10][C:9]2[C:4](=[CH:5][CH:6]=[CH:7][CH:8]=2)[N:3]=1 |f:2.3.4,6.7.8|. Reported procedure: 2-Chloroquinoline (1.20 g, 12.2 mmol), 2,4-difluorophenylboronic acid (2.32 g, 14.7 mmol), were added to 10 mL of ethylene glycol dimethyl ether (DME) and 12 mL of a 2 M solution of potassium carbonate. Triphenylphosphine (0.32 g, 1.2 mmol) and palladium acetate (0.069 g, 0.3 mmol) were added to the stirred reaction mixture and refluxed for 17 hours under a nitrogen atmosphere. The mixture was cooled to room temperature and the aqueous phase was separated from the organic phase. The aqueous phas...